Dataset: the Open Reaction Database (ORD), a public repository of structured organic reaction records. Task: describe an organic reaction: reactants, conditions, products, and yield Reactants: C(C)C(CC)N1C(=CC2=C1N=C(N=C2)NC2=CC=C(C=C2)N2CCN(CC2)C(C)=O)C(C)O (1-(4-{4-[7-(1-ethyl-propyl)-6-(1-hydroxy-ethyl)-7H-pyrrolo[2,3-d]pyrimidin-2-ylamino]-phenyl}-piperazin-1-yl)-ethanone), Cl (HCl), CO (MeOH). Run in O1CCOCC1 (dioxane). Run at temperature 60 celsius, time 2 hour. Product: C(C)C(CC)N1C(=CC2=C1N=C(N=C2)NC2=CC=C(C=C2)N2CCNCC2)C(C)OC ([7-(1-ethyl-propyl)-6-(1-methoxy-ethyl)-7H-pyrrolo[2,3-d]pyrimidin-2-yl]-(4-piperazin-1-yl-phenyl)-amine). Reaction SMILES: [CH2:1]([CH:3]([N:6]1[C:10]2[N:11]=[C:12]([NH:15][C:16]3[CH:21]=[CH:20][C:19]([N:22]4[CH2:27][CH2:26][N:25](C(=O)C)[CH2:24][CH2:23]4)=[CH:18][CH:17]=3)[N:13]=[CH:14][C:9]=2[CH:8]=[C:7]1[CH:31]([OH:33])[CH3:32])[CH2:4][CH3:5])[CH3:2].Cl.[CH3:35]O>O1CCOCC1>[CH2:4]([CH:3]([N:6]1[C:10]2[N:11]=[C:12]([NH:15][C:16]3[CH:17]=[CH:18][C:19]([N:22]4[CH2:23][CH2:24][NH:25][CH2:26][CH2:27]4)=[CH:20][CH:21]=3)[N:13]=[CH:14][C:9]=2[CH:8]=[C:7]1[CH:31]([O:33][CH3:35])[CH3:32])[CH2:1][CH3:2])[CH3:5]. Procedure details: To a solution of 1-(4-{4-[7-(1-ethyl-propyl)-6-(1-hydroxy-ethyl)-7H-pyrrolo[2,3-d]pyrimidin-2-ylamino]-phenyl}-piperazin-1-yl)-ethanone (19 mg, 0.042 mmol) in MeOH (1 mL) is added 4N HCl in dioxane (1 mL). The reaction mixture is stirred at 60° C. for 2 h. The mixture is loaded on Solid Phase Extraction column (Sorbent: benzenesulfonic acid), washed with MeOH, eluted with EtOAc:MeOH:Et3N (1:1:0.05), concentrated in vacuo. The residue is purified by preparative HPLC to give 10 mg of [7-(1-ethyl-p... Reactants: O (water), C(C)OC(=O)[C@H](CCC1=CC=CC=C1)N[C@@H](C)C(=O)N1[C@H](SC(=N1)C1=CC=CC=C1)C(=O)OCC1=CC=CC=C1 (Benzyl 3-[N-(1-(S)-ethoxycarbonyl-3phenylpropyl)-L-alanyl]-2,3-dihydro-5-phenyl-1,3,4-thiadiazole-2-(R)-carboxylate), N1CCCC1 (pyrrolidine), 3A. The solvent is C(C)#N (acetonitrile). The product is C(C)OC(=O)[C@H](CCC1=CC=CC=C1)N[C@@H](C)C(=O)N1[C@@H](SC(=N1)C1=CC=CC=C1)C(=O)OCC1=CC=CC=C1 (Benzyl 3-[N-(1-(S)-ethoxycarbonyl-3-phenylpropyl)-L-alanyl]-2,3-dihydro-5-phenyl-1,3,4-thiadiazole-2-(S)-carboxylate). Yield: 31.3%. Reaction SMILES: [CH2:1]([O:3][C:4]([C@@H:6]([NH:15][C@H:16]([C:18]([N:20]1[N:24]=[C:23]([C:25]2[CH:30]=[CH:29][CH:28]=[CH:27][CH:26]=2)[S:22][C@@H:21]1[C:31]([O:33][CH2:34][C:35]1[CH:40]=[CH:39][CH:38]=[CH:37][CH:36]=1)=[O:32])=[O:19])[CH3:17])[CH2:7][CH2:8][C:9]1[CH:14]=[CH:13][CH:12]=[CH:11][CH:10]=1)=[O:5])[CH3:2].N1CCCC1.O>C(#N)C>[CH2:1]([O:3][C:4]([C@@H:6]([NH:15][C@H:16]([C:18]([N:20]1[N:24]=[C:23]([C:25]2[CH:30]=[CH:29][CH:28]=[CH:27][CH:26]=2)[S:22][C@H:21]1[C:31]([O:33][CH2:34][C:35]1[CH:36]=[CH:37][CH:38]=[CH:39][CH:40]=1)=[O:32])=[O:19])[CH3:17])[CH2:7][CH2:8][C:9]1[CH:10]=[CH:11][CH:12]=[CH:13][CH:14]=1)=[O:5])[CH3:2]. Procedure details: A solution of the product from step (b) (0.16g), pyrrolidine (0.16ml) and 3A molecular sieves (0.2g) in acetonitrile (3.2ml) was stirred at room temperature for 3.5 hours. The mixture was poured into water and extracted with ether, dried over magnesium sulphate and evaporated. The residue was flash chromatographed to give the sub-title product (0.05g) as a gum. Starting materials: FC(OC1=CC=C(C=C1)N1C(C2(CC1)CCNCC2)=O)(F)F (2-(4-trifluoromethoxy-phenyl)-2,8-diaza-spiro[4.5]decan-1-one), BrC=1C(N(C=CC1)C)=O (3-bromo-1-methyl-1H-pyridin-2-one). Product: CN1C(C(=CC=C1)N1CCC2(CCN(C2=O)C2=CC=C(C=C2)OC(F)(F)F)CC1)=O (8-(1-methyl-2-oxo-1,2-dihydropyridin-3-yl)-2-(4-(trifluoromethoxy)phenyl)-2,8-diazaspiro[4.5]decan-1-one). Reaction SMILES: [F:1][C:2]([F:22])([F:21])[O:3][C:4]1[CH:9]=[CH:8][C:7]([N:10]2[CH2:14][CH2:13][C:12]3([CH2:19][CH2:18][NH:17][CH2:16][CH2:15]3)[C:11]2=[O:20])=[CH:6][CH:5]=1.Br[C:24]1[C:25](=[O:31])[N:26]([CH3:30])[CH:27]=[CH:28][CH:29]=1>>[CH3:30][N:26]1[CH:27]=[CH:28][CH:29]=[C:24]([N:17]2[CH2:16][CH2:15][C:12]3([C:11](=[O:20])[N:10]([C:7]4[CH:8]=[CH:9][C:4]([O:3][C:2]([F:1])([F:21])[F:22])=[CH:5][CH:6]=4)[CH2:14][CH2:13]3)[CH2:19][CH2:18]2)[C:25]1=[O:31]. Reported procedure: The title compound was prepared in analogy to example 1 step D from a mixture of 2-(4-trifluoromethoxy-phenyl)-2,8-diaza-spiro[4.5]decan-1-one (described in example 1 step C) and 3-bromo-1-methyl-1H-pyridin-2-one. Light yellow solid. MS (ESI): 422.1 (MH+)